Task: describe an organic reaction: reactants, conditions, products, and yield. Dataset: the Open Reaction Database (ORD), a public repository of structured organic reaction records Starting materials: C1(O)=CC=C(O)C=C1 (hydroquinone). The solvent is CC(=O)C (acetone), CC(=O)C (acetone). Yields the product C1(O)=CC=C(O)C=C1.CC(=O)C (hydroquinone acetone). Reaction SMILES: [C:1]1([CH:8]=[CH:7][C:5]([OH:6])=[CH:4][CH:3]=1)[OH:2]>CC(C)=O>[C:1]1([CH:8]=[CH:7][C:5]([OH:6])=[CH:4][CH:3]=1)[OH:2].[CH3:3][C:1]([CH3:8])=[O:2] |f:2.3|. Reported procedure: adding at least an equimolar amount of acetone to hydroquinone and heating the resulting mixture to the boiling point of acetone, thereby forming a hydroquinone-acetone molecular compound, Reaction SMILES: [CH3:1][N:2]1[C:7](=[O:8])[C:6]2[C:9]([C:22]([OH:24])=O)=[C:10]([CH2:12][C:13]3[C:21]4[C:16](=[N:17][CH:18]=[CH:19][CH:20]=4)[NH:15][CH:14]=3)[S:11][C:5]=2[N:4]([CH2:25][CH:26]([CH3:28])[CH3:27])[C:3]1=[O:29].[OH:30][C@@H:31]1[CH2:35][O:34][NH:33][CH2:32]1>>[OH:30][CH:31]1[CH2:35][O:34][N:33]([C:22]([C:9]2[C:6]3[C:7](=[O:8])[N:2]([CH3:1])[C:3](=[O:29])[N:4]([CH2:25][CH:26]([CH3:28])[CH3:27])[C:5]=3[S:11][C:10]=2[CH2:12][C:13]2[C:21]3[C:16](=[N:17][CH:18]=[CH:19][CH:20]=3)[NH:15][CH:14]=2)=[O:24])[CH2:32]1. Product: OC1CN(OC1)C(=O)C1=C(SC=2N(C(N(C(C21)=O)C)=O)CC(C)C)CC2=CNC1=NC=CC=C12 (5-[[4-hydroxyisoxazolidin-2-yl]carbonyl]-3-methyl-1-(isobutyl)-6-[(1H-pyrrolo[2,3,b]pyridin-3-yl)methyl]thieno[2,3,d]pyrimidine-2,4(1H,3H)-dione). Procedure details: The title compound (55 mg) was prepared from the product of step b, (150 mg) by the method of example 1, step g), and (S)-4-hydroxyisoxazolidine, example 1 part b). MS (APCI) 484 [M+H]+. δ 1HDMSO 0.82-0.85 (6H,m), 2.03-2.13 (1H,m), 3.20-3.21 (3H,m), 3.53-3.68 (3H,m), 3.75-3.90 (2H,m), 4.00-4.18 (3H,m), 4.60-4.80 (1H,m), 5.50-5.55 (1H,m), 6.99-7.02 (1H,m), 7.41-7.44 (1H,m), 7.90-7.97 (1H,m), 8.18-8.20 (1H,m), 11.53 (1H,s,br) Reactants: CN1C(N(C2=C(C1=O)C(=C(S2)CC2=CNC1=NC=CC=C12)C(=O)O)CC(C)C)=O (1,2,3,4-Tetrahydro-3-methyl-1 (isobutyl)-2,4-dioxo-6-(1H-pyrrolo[2,3,b]pyridin-3-ylmethyl)thieno[2,3,d]pyrimidine-5-carboxylic acid), O[C@H]1CNOC1 ((S)-4-hydroxyisoxazolidine).